From a dataset of the Open Reaction Database (ORD), a public repository of structured organic reaction records. describe an organic reaction: reactants, conditions, products, and yield The reactants are [Cu+2], O=[N+]([O-])[O-], O=[N+]([O-])[O-], O=N[O-], NC(N)=O, Nc1ccc(N2CCSCC2)cc1, [Na+], [Na+], [OH-], O, O, O, O, O=S(=O)(O)O. Product: Oc1ccc(N2CCSCC2)cc1. RXN SMILES: [Cu+2:37].[N+:33]([O-:34])([O-:35])=[O:36].[N+:38]([O-:39])([O-:40])=[O:41].[N:14](=[O:15])[O-:16].[NH2:18][C:19](=[O:20])[NH2:21].[NH2:1][c:2]1[cH:3][cH:4][c:5]([N:8]2[CH2:9][CH2:10][S:11][CH2:12][CH2:13]2)[cH:6][cH:7]1.[Na+:17].[Na+:23].[OH-:22].[OH2:29].[OH2:30].[OH2:31].[OH2:32].[S:24](=[O:25])(=[O:26])([OH:27])[OH:28]>>[c:2]1([OH:15])[cH:3][cH:4][c:5]([N:8]2[CH2:9][CH2:10][S:11][CH2:12][CH2:13]2)[cH:6][cH:7]1. Starting materials: O=C1CCC(=O)N1Br, O=C(OOC(=O)c1ccccc1)c1ccccc1, Cc1cccc(N2C(=O)c3ccccc3C2=O)n1, ClC(Cl)Cl. Product: O=C1c2ccccc2C(=O)N1c1cccc(CBr)n1. As a reaction SMILES: [Br:19][N:20]1[C:21](=[O:22])[CH2:23][CH2:24][C:25]1=[O:26].[C:27]([O:28][O:29][C:30](=[O:31])[c:32]1[cH:33][cH:34][cH:35][cH:36][cH:37]1)(=[O:38])[c:39]1[cH:40][cH:41][cH:42][cH:43][cH:44]1.[CH3:1][c:2]1[n:3][c:4]([N:8]2[C:9](=[O:18])[c:10]3[c:11]([cH:14][cH:15][cH:16][cH:17]3)[C:12]2=[O:13])[cH:5][cH:6][cH:7]1.[CH:45]([Cl:46])([Cl:47])[Cl:48]>>[CH2:1]([c:2]1[n:3][c:4]([N:8]2[C:9](=[O:18])[c:10]3[c:11]([cH:14][cH:15][cH:16][cH:17]3)[C:12]2=[O:13])[cH:5][cH:6][cH:7]1)[Br:19]. Starting materials: pentafluorophenyl ester, N([C@H](CCCNC(=O)OCC1=CC=CC=C1)C(=O)OC1=C(F)C(F)=C(F)C(F)=C1F)C(=O)OC(C)(C)C (Boc-D-Orn(Z)-OPfp), N([C@@H](CC1=CC=CC=C1)C(=O)N[C@H](C)C(=O)O)C(=O)OCC1=CC=CC=C1 (Z-Phe-D-Ala-OH), [H][H] (hydrogen), N[C@@H](CC1=CC=CC=C1)C(=O)N[C@H](C)C(=O)O (H-Phe-D-Ala-OH). Reagents/catalysts: [Pd] (palladium). Solvent: O1CCOCC1 (dioxane), O (water), CO (methanol), C(=O)O (formic acid). Product: N([C@H](CCCNC(=O)OCC1=CC=CC=C1)C(=O)N[C@@H](CC1=CC=CC=C1)C(=O)N[C@H](C)C(=O)O)C(=O)OC(C)(C)C (Boc-D-Orn(Z)-Phe-D-Ala-OH). As a reaction SMILES: [NH:1]([C:18]([O:20]CC1C=CC=CC=1)=O)[C@H:2]([C:10]([NH:12][C@@H:13]([C:15]([OH:17])=[O:16])[CH3:14])=[O:11])[CH2:3][C:4]1[CH:9]=[CH:8][CH:7]=[CH:6][CH:5]=1.[H][H].[NH:30]([C:60]([O:62][C:63]([CH3:66])([CH3:65])[CH3:64])=[O:61])[C@@H:31](C(OC1C(F)=C(F)C(F)=C(F)C=1F)=O)[CH2:32][CH2:33][CH2:34][NH:35][C:36]([O:38][CH2:39][C:40]1[CH:45]=[CH:44][CH:43]=[CH:42][CH:41]=1)=[O:37].N[C@H](C(N[C@@H](C(O)=O)C)=O)CC1C=CC=CC=1>CO.C(O)=O.[Pd].O1CCOCC1.O>[NH:30]([C:60]([O:62][C:63]([CH3:66])([CH3:65])[CH3:64])=[O:61])[C@@H:31]([C:18]([NH:1][C@H:2]([C:10]([NH:12][C@@H:13]([C:15]([OH:17])=[O:16])[CH3:14])=[O:11])[CH2:3][C:4]1[CH:5]=[CH:6][CH:7]=[CH:8][CH:9]=1)=[O:20])[CH2:32][CH2:33][CH2:34][NH:35][C:36]([O:38][CH2:39][C:40]1[CH:45]=[CH:44][CH:43]=[CH:42][CH:41]=1)=[O:37]. Procedure details: 6.5 g (18.0 mmol) of Z-Phe-D-Ala-OH was dissolved in 15 ml methanol and 2 ml formic acid. 0.2 g palladium catalyst was added and hydrogen was passed through the solution for 3 hours. The catalyst was removed by filtration, and the solvents were evaporated under vacuum. The residue was flooded with ether. The precipitate was filtered off, rinsed with ether and dried. The yield of H-Phe-D-Ala-OH was 5.3 g (98.1%). Rf=0.01 in chloroform:ethyl acetate:methanol:acetic acid=6:3:1:0.1. Rf=0.45 in aceti... The product is C1(=CC=CC=C1)C(C(=O)C1C(N(C(N(C1=O)C)=O)C)=O)C1=CC=CC=C1 (5-Diphenylacetyl-1,3-dimethyl-2,4,6(1H,3H,5H)-pyrimidinetrione). Reported procedure: A mixture of 1,3-dimethylbarbituric acid (5.00 g, 32.05 mmol), diphenylacetic acid (10.19 g, 48.03 mmol), 4-dimethylaminopyridine (1.95 g, 16.01 mmol) in dry CH2Cl2 (30 ml) was cooled to 0° C. and 1,3-dicyclohexylcarbodiimide (7:26 g, 35.22 mmol) added. The reaction mixture was stirred at room temperature overnight and filtered. The solid was washed with CH2Cl2 (150 ml) and the combined solution was washed with 2 N HCl solution (40 ml). The organic phase was dried over MgSO4 and evaporated. The ... Starting materials: CN1C(=O)N(C(=O)CC1=O)C (1,3-dimethylbarbituric acid), C1(=CC=CC=C1)C(C(=O)O)C1=CC=CC=C1 (diphenylacetic acid), ClC(C(=O)C1C(N(C(N(C1=O)C)=O)C)=O)Cl (5-Dichloroacetyl-1,3-Dimethyl-2,4,6(1H,3H,5H)-Pyrimidinetrione). Reagents/catalysts: CN(C1=CC=NC=C1)C (4-dimethylaminopyridine). Yield: 59.7%. Run in C(Cl)Cl (CH2Cl2). RXN SMILES: [CH3:1][N:2]1[C:9](=[O:10])[CH2:8][C:6](=[O:7])[N:5]([CH3:11])[C:3]1=[O:4].[C:12]1([CH:18]([C:22]2[CH:27]=[CH:26][CH:25]=[CH:24][CH:23]=2)[C:19](O)=[O:20])[CH:17]=[CH:16][CH:15]=[CH:14][CH:13]=1.ClC(Cl)C(C1C(=O)N(C)C(=O)N(C)C1=O)=O>CN(C)C1C=CN=CC=1.C(Cl)Cl>[C:22]1([CH:18]([C:12]2[CH:13]=[CH:14][CH:15]=[CH:16][CH:17]=2)[C:19]([CH:8]2[C:9](=[O:10])[N:2]([CH3:1])[C:3](=[O:4])[N:5]([CH3:11])[C:6]2=[O:7])=[O:20])[CH:23]=[CH:24][CH:25]=[CH:26][CH:27]=1. Run at temperature 0 celsius, time 8 hour.